This data is from the Open Reaction Database (ORD), a public repository of structured organic reaction records. The task is: describe an organic reaction: reactants, conditions, products, and yield The reactants are ClC=1C(=C(CNC(=O)[C@H]2N(C[C@@H](C2)F)C(CN2C=C(C3=CC=C(C=C23)O)C(=O)N)=O)C=CC1)F (1-{2-[(2S,4R)-2-(3-chloro-2-fluoro-benzylcarbamoyl)-4-fluoro-pyrrolidin-1-yl]-2-oxo-ethyl}-6-hydroxy-1H-indole-3-carboxylic acid amide), BrCC(=O)OC (methyl 2-bromoacetate), Example 578, C(=O)([O-])[O-].[Cs+].[Cs+] (Cs2CO3). Solvent: CS(=O)C (DMSO). Conditions: time 5 minute. The product is COC(COC1=CC=C2C(=CN(C2=C1)CC(=O)N1[C@@H](C[C@H](C1)F)C(NCC1=C(C(=CC=C1)Cl)F)=O)C(N)=O)=O ((3-Carbamoyl-1-{2-[(2S,4R)-2-(3-chloro-2-fluoro-benzylcarbamoyl)-4-fluoro-pyrrolidin-1-yl]-2-oxo-ethyl}-1H-indol-6-yloxy)-acetic acid methyl ester). As a reaction SMILES: [Cl:1][C:2]1[C:3]([F:34])=[C:4]([CH:31]=[CH:32][CH:33]=1)[CH2:5][NH:6][C:7]([C@@H:9]1[CH2:13][C@@H:12]([F:14])[CH2:11][N:10]1[C:15](=[O:30])[CH2:16][N:17]1[C:25]2[C:20](=[CH:21][CH:22]=[C:23]([OH:26])[CH:24]=2)[C:19]([C:27]([NH2:29])=[O:28])=[CH:18]1)=[O:8].C([O-])([O-])=O.[Cs+].[Cs+].Br[CH2:42][C:43]([O:45][CH3:46])=[O:44]>CS(C)=O>[CH3:46][O:45][C:43](=[O:44])[CH2:42][O:26][C:23]1[CH:24]=[C:25]2[C:20]([C:19]([C:27](=[O:28])[NH2:29])=[CH:18][N:17]2[CH2:16][C:15]([N:10]2[CH2:11][C@H:12]([F:14])[CH2:13][C@H:9]2[C:7](=[O:8])[NH:6][CH2:5][C:4]2[CH:31]=[CH:32][CH:33]=[C:2]([Cl:1])[C:3]=2[F:34])=[O:30])=[CH:21][CH:22]=1 |f:1.2.3|. Procedure details: A solution of 1-{2-[(2S,4R)-2-(3-chloro-2-fluoro-benzylcarbamoyl)-4-fluoro-pyrrolidin-1-yl]-2-oxo-ethyl}-6-hydroxy-1H-indole-3-carboxylic acid amide Example 578 (140 mg, 0.285 mmol) in DMSO (3 mL) was treated with Cs2CO3 (0.28 g, 0.85 mmol). The mixture was stirred at RT for 5 min, followed by addition of methyl 2-bromoacetate (0.039 mL, 0.428 mmol) and stirring at RT for 4 h. The mixture was partitioned between water and CH2Cl2, and the organic phase was washed twice with brine (the combined aq... The reactants are CSc1cccc(Nc2c(C#N)cnc3ccc([N+](=O)[O-])cc23)c1, CCO, NN. Product: CSc1cccc(Nc2c(C#N)cnc3ccc(N)cc23)c1. RXN SMILES: [CH3:1][S:2][c:3]1[cH:4][c:5]([NH:9][c:10]2[c:11]([C:23]#[N:24])[cH:12][n:13][c:14]3[cH:15][cH:16][c:17]([N+:20]([O-:21])=[O:22])[cH:18][c:19]23)[cH:6][cH:7][cH:8]1.[CH3:27][CH2:28][OH:29].[NH2:25][NH2:26]>>[CH3:1][S:2][c:3]1[cH:4][c:5]([NH:9][c:10]2[c:11]([C:23]#[N:24])[cH:12][n:13][c:14]3[cH:15][cH:16][c:17]([NH2:20])[cH:18][c:19]23)[cH:6][cH:7][cH:8]1. Starting materials: O=C([O-])[O-], CS(C)=O, [K+], [K+], CC(Nc1ncnc(N)c1C#N)c1nc2ccc(F)cc2n1-c1cncc(F)c1, O, OO. Product: CC(Nc1ncnc(N)c1C(N)=O)c1nc2ccc(F)cc2n1-c1cncc(F)c1. Reaction SMILES: [C:30]([O-:31])(=[O:32])[O-:33].[CH3:39][S:40]([CH3:41])=[O:42].[K+:34].[K+:35].[NH2:1][c:2]1[n:3][cH:4][n:5][c:6]([NH:10][CH:11]([CH3:12])[c:13]2[n:14][c:15]3[c:16]([n:17]2-[c:18]2[cH:19][n:20][cH:21][c:22]([F:24])[cH:23]2)[cH:25][c:26]([F:29])[cH:27][cH:28]3)[c:7]1[C:8]#[N:9].[OH2:38].[OH:36][OH:37]>>[NH2:1][c:2]1[n:3][cH:4][n:5][c:6]([NH:10][CH:11]([CH3:12])[c:13]2[n:14][c:15]3[c:16]([n:17]2-[c:18]2[cH:19][n:20][cH:21][c:22]([F:24])[cH:23]2)[cH:25][c:26]([F:29])[cH:27][cH:28]3)[c:7]1[C:8]([NH2:9])=[O:31].